describe an organic reaction: reactants, conditions, products, and yield From a dataset of the Open Reaction Database (ORD), a public repository of structured organic reaction records. The reactants are C1CCOC1, [Li]CCCC, CN(C)P(=O)(N(C)C)N(C)C, COC(CBr)OC, C#CCCCCC. The product is CCCCCC#CCC(OC)OC. RXN SMILES: [CH2:31]1[O:32][CH2:33][CH2:34][CH2:35]1.[CH2:8]([Li:9])[CH2:10][CH2:11][CH3:12].[CH3:13][N:14]([CH3:15])[P:16](=[O:17])([N:18]([CH3:19])[CH3:20])[N:21]([CH3:22])[CH3:23].[CH3:24][O:25][CH:26]([CH2:27][Br:28])[O:29][CH3:30].[CH:1]#[C:2][CH2:3][CH2:4][CH2:5][CH2:6][CH3:7]>>[C:1](#[C:2][CH2:3][CH2:4][CH2:5][CH2:6][CH3:7])[CH2:27][CH:26]([O:25][CH3:24])[O:29][CH3:30]. Reactants: ClC1=NC=2N3C(CN(C2C=N1)CC1=CC=C(C=C1)S(=O)(=O)C)COCC3 (2-chloro-5-(4-(methylsulfonyl)benzyl)-5,6,6a,7,9,10-hexahydro-[1,4]oxazino[3,4-h]pteridine), C(C)(=O)N1C=CC=2C1=CN=CC2B(O)O (1-acetyl-1H-pyrrolo[2,3-c]pyridin-4-ylboronic acid). Reagents/catalysts: C1=CC=C(C=C1)P([C-]2C=CC=C2)C3=CC=CC=C3.C1=CC=C(C=C1)P([C-]2C=CC=C2)C3=CC=CC=C3.Cl[Pd]Cl.[Fe+2] (PdCl2(dppf)). Run in O1CCOCC1 (dioxane), C(=O)(O)[O-].[Na+] (NaHCO3). The product is CS(=O)(=O)C1=CC=C(CN2C=3C=NC(=NC3N3C(C2)COCC3)C3=C2C(=CN=C3)NC=C2)C=C1 (5-(4-(methylsulfonyl)benzyl)-2-(1H-pyrrolo[2,3-c]pyridin-4-yl)-5,6,6a,7,9,10-hexahydro-[1,4]oxazino[3,4-h]pteridine). Reaction SMILES: Cl[C:2]1[N:11]=[CH:10][C:9]2[N:8]([CH2:12][C:13]3[CH:18]=[CH:17][C:16]([S:19]([CH3:22])(=[O:21])=[O:20])=[CH:15][CH:14]=3)[CH2:7][CH:6]3[CH2:23][O:24][CH2:25][CH2:26][N:5]3[C:4]=2[N:3]=1.C([N:30]1[C:34]2=[CH:35][N:36]=[CH:37][C:38](B(O)O)=[C:33]2[CH:32]=[CH:31]1)(=O)C>O1CCOCC1.C([O-])(O)=O.[Na+].C1C=CC(P(C2C=CC=CC=2)[C-]2C=CC=C2)=CC=1.C1C=CC(P(C2C=CC=CC=2)[C-]2C=CC=C2)=CC=1.Cl[Pd]Cl.[Fe+2]>[CH3:22][S:19]([C:16]1[CH:17]=[CH:18][C:13]([CH2:12][N:8]2[CH2:7][CH:6]3[CH2:23][O:24][CH2:25][CH2:26][N:5]3[C:4]3[N:3]=[C:2]([C:38]4[CH:37]=[N:36][CH:35]=[C:34]5[NH:30][CH:31]=[CH:32][C:33]=45)[N:11]=[CH:10][C:9]2=3)=[CH:14][CH:15]=1)(=[O:21])=[O:20] |f:3.4,5.6.7.8|. Procedure details: The title compound was prepared in a manner similar to EXAMPLE 3 using 2-chloro-5-(4-(methylsulfonyl)benzyl)-5,6,6a,7,9,10-hexahydro-[1,4]oxazino[3,4-h]pteridine (PREPARATION x9, 75 mg, 0.190 mmol), 1-acetyl-1H-pyrrolo[2,3-c]pyridin-4-ylboronic acid (77 mg, 0.380 mmol) and PdCl2(dppf) (6.95 mg, 9.50 μmol) in dioxane (2 mL) and aqueous saturated NaHCO3 (0.4 mL). 1H NMR (400 MHz, DMSO-d6) δ 3.08-3.19 (m, 1H), 3.21 (m, 2H), 3.23-3.34 (m, 2H), 3.47-3.56 (m, 1H), 3.57-3.67 (m, 1H), 3.70-3.81 (m, 1H),... Starting materials: COCCOC1=C(C(=CC=C1)[N+](=O)[O-])N (2-(2-Methoxy-ethoxy)-6-nitro-phenylamine), SnCl2 dihydrate, [OH-].[Na+] (NaOH). The solvent is C(C)(=O)OCC (ethyl acetate), C(C)O (ethanol). Yields the product COCCOC1=C(C(=CC=C1)N)N (3-(2-Methoxy-ethoxy)-benzene-1,2-diamine). Reaction SMILES: [CH3:1][O:2][CH2:3][CH2:4][O:5][C:6]1[CH:11]=[CH:10][CH:9]=[C:8]([N+:12]([O-])=O)[C:7]=1[NH2:15].[OH-].[Na+]>C(OCC)(=O)C.C(O)C>[CH3:1][O:2][CH2:3][CH2:4][O:5][C:6]1[CH:11]=[CH:10][CH:9]=[C:8]([NH2:12])[C:7]=1[NH2:15] |f:1.2|. Reported procedure: To a solution of 1 g 2-(2-Methoxy-ethoxy)-6-nitro-phenylamine in 10 mL ethyl acetate and 3 mL ethanol, 4.4 g SnCl2 dihydrate were added and the reaction mixture was heated to reflux for 6 h. Then, after cooling 50 mL 2 M NaOH were added and the inorganic precipitate was filtered and washed extensivley with ethyl acetate. The filtrate was extracted with exthyl acetate (3×100 ml), the combined organic layers were dried over MgSO4, and the solvents were removed under reduced pressure. The remaining... Starting materials: COC1=CC=C(C=C1)C(=O)C1=CC=C(C#N)C=C1 (4-{[4-(methyloxy)phenyl]carbonyl}benzonitrile), CC1(CC(CC(C1)(C)C)=O)C (3,3,5,5-tetramethylcyclohexanone). The product is COC1=CC=C(C=C1)C(C1=CC=C(C#N)C=C1)=C1CC(CC(C1)(C)C)(C)C (4-[[4-(Methyloxy)phenyl](3,3,5,5-tetramethylcyclohexylidene)methyl]benzonitrile). The yield is 50.2%. As a reaction SMILES: [CH3:1][O:2][C:3]1[CH:8]=[CH:7][C:6]([C:9]([C:11]2[CH:18]=[CH:17][C:14]([C:15]#[N:16])=[CH:13][CH:12]=2)=O)=[CH:5][CH:4]=1.[CH3:19][C:20]1([CH3:29])[CH2:25][C:24]([CH3:27])([CH3:26])[CH2:23][C:22](=O)[CH2:21]1>>[CH3:1][O:2][C:3]1[CH:8]=[CH:7][C:6]([C:9](=[C:22]2[CH2:23][C:24]([CH3:27])([CH3:26])[CH2:25][C:20]([CH3:29])([CH3:19])[CH2:21]2)[C:11]2[CH:18]=[CH:17][C:14]([C:15]#[N:16])=[CH:13][CH:12]=2)=[CH:5][CH:4]=1. Procedure: The general McMurry protocol, described for 14 was used. The reaction was conducted between 4-{[4-(methyloxy)phenyl]carbonyl}benzonitrile (1.00 g, 4.21 mmol) and 3,3,5,5-tetramethylcyclohexanone (1.95 g, 12.64 mmol) to afford 0.760 g (50%) of the title compound 209 as a white solid. 1H NMR (300 MHz, CDCl3): δ 7.58 (d, J=8.4 Hz, 2H), 7.29 (d, J=8.1 Hz, 2H), 7.07 (d, J=8.7 Hz, 2H), 6.85 (d, J=8.7 Hz, 2H), 3.81 (s, 3H), 2.01 (s, 2H), 1.95 (s, 2H), 1.32 (s, 2H), 0.96 (s, 6H), 0.95 (s, 6H).